Dataset: the Open Reaction Database (ORD), a public repository of structured organic reaction records. Task: describe an organic reaction: reactants, conditions, products, and yield Reactants: NC1=C(NC2CCN(CC2)CCC(C2=CC=CC=C2)C2=CC=CC=C2)C=CC(=C1)S(=O)(=O)C (2-amino-4-methanesulphonyl-1-N-[-1-(3,3-diphenylpropyl)-piperidin-4-yl]aniline), C(OC)(OC)OC (trimethyl orthoformate), O.C1(=CC=C(C=C1)S(=O)(=O)O)C (para-toluenesulphonic acid monohydrate). Solvent: O (water). The product is CS(=O)(=O)C1=CC2=C(N(C=N2)C2CCN(CC2)CCC(C2=CC=CC=C2)C2=CC=CC=C2)C=C1 (5-Methanesulphonyl-1-[1-(3,3-diphenylpropyl)-piperidin-4-yl]-benzimidazole). As a reaction SMILES: [NH2:1][C:2]1[CH:29]=[C:28]([S:30]([CH3:33])(=[O:32])=[O:31])[CH:27]=[CH:26][C:3]=1[NH:4][CH:5]1[CH2:10][CH2:9][N:8]([CH2:11][CH2:12][CH:13]([C:20]2[CH:25]=[CH:24][CH:23]=[CH:22][CH:21]=2)[C:14]2[CH:19]=[CH:18][CH:17]=[CH:16][CH:15]=2)[CH2:7][CH2:6]1.[CH:34](OC)(OC)OC.O.C1(C)C=CC(S(O)(=O)=O)=CC=1>O>[CH3:33][S:30]([C:28]1[CH:27]=[CH:26][C:3]2[N:4]([CH:5]3[CH2:6][CH2:7][N:8]([CH2:11][CH2:12][CH:13]([C:14]4[CH:15]=[CH:16][CH:17]=[CH:18][CH:19]=4)[C:20]4[CH:21]=[CH:22][CH:23]=[CH:24][CH:25]=4)[CH2:9][CH2:10]3)[CH:34]=[N:1][C:2]=2[CH:29]=1)(=[O:32])=[O:31] |f:2.3|. Procedure: A solution of 2-amino-4-methanesulphonyl-1-N-[-1-(3,3-diphenylpropyl)-piperidin-4-yl]aniline (prepared as described below) (50 mg, 0.1 mmol), trimethyl orthoformate (0.7 ml) and para-toluenesulphonic acid monohydrate (2 mg, 0.11 mmol) was stirred at 100° C. After 2.5 h the mixture was cooled and water (10 ml) was added. The solution was partitioned with EtOAc (2×40 ml) then the organics were combined, dried (MgSO4) and concentrated to give the title compound as an oil (47 mg, 0.1 mmol); MS: 474.